This data is from the Open Reaction Database (ORD), a public repository of structured organic reaction records. The task is: describe an organic reaction: reactants, conditions, products, and yield Starting materials: BrC1=CC(=C(C=C1Cl)NC(=O)NNC(C[C@H]1CN(CC1)C(=O)C1CC1)=O)F (N-(4-bromo-5-chloro-2-fluorophenyl)-2-{[(3S)-1-(cyclopropylcarbonyl)-3-pyrrolidinyl]acetyl}hydrazinecarboxamide), C(=O)([O-])[O-].[K+].[K+] (K2CO3). Solvent: O (water). Run at temperature 115 celsius. Yields the product BrC1=CC(=C(C=C1Cl)N1C(NN=C1C[C@H]1CN(CC1)C(=O)C1CC1)=O)F (4-(4-bromo-5-chloro-2-fluorophenyl)-5-{[(3S)-1-(cyclopropylcarbonyl)-3-pyrrolidinyl]methyl}-2,4-dihydro-3H-1,2,4-triazol-3-one). Reaction SMILES: [Br:1][C:2]1[C:7]([Cl:8])=[CH:6][C:5]([NH:9][C:10]([NH:12][NH:13][C:14](=O)[CH2:15][C@@H:16]2[CH2:20][CH2:19][N:18]([C:21]([CH:23]3[CH2:25][CH2:24]3)=[O:22])[CH2:17]2)=[O:11])=[C:4]([F:27])[CH:3]=1.C([O-])([O-])=O.[K+].[K+]>O>[Br:1][C:2]1[C:7]([Cl:8])=[CH:6][C:5]([N:9]2[C:14]([CH2:15][C@@H:16]3[CH2:20][CH2:19][N:18]([C:21]([CH:23]4[CH2:25][CH2:24]4)=[O:22])[CH2:17]3)=[N:13][NH:12][C:10]2=[O:11])=[C:4]([F:27])[CH:3]=1 |f:1.2.3|. Procedure: N-(4-bromo-5-chloro-2-fluorophenyl)-2-{[(3S)-1-(cyclopropylcarbonyl)-3-pyrrolidinyl]acetyl}hydrazinecarboxamide (2.426 mmol) and K2CO3 (8.49 mmol) were added to a round-bottom flask and suspended in water (105 mL). The mixture was heated at reflux (115° C.) for 21 h. Analysis by LCMS indicated formation of desired product (and other major by-products). The reaction was cooled to room temperature and the pH was adjusted to ˜6 with 1N aq HCl and poured into a separatory funnel containing ethyl ace... The reactants are C(C)OC(=O)C=1C(C2=C(NN1)N=CC=C2)=O.C(C)OC(C(C(=O)C=1C(=NC=CC1)Cl)=[N+]=[N-])=O (4-Oxo-1,4-dihydropyrido[2,3-c]pyridazine-3-carboxylic acid ethyl ester 3-(2-Chloropyridin-3-yl)-2-diazo-3-oxopropionic acid ethyl ester), C1(=CC=CC=C1)P(C1=CC=CC=C1)C1=CC=CC=C1 (triphenylphosphine). The solvent is C(C)(C)OC(C)C (diisopropyl ether). Reaction conditions: time 18 hour. Product: O=C1C2=C(NN=C1C(=O)O)N=CC=C2 (4-Oxo-1,4-dihydropyrido[2,3-c]pyridazine-3-carboxylic acid). Isolated yield 158.3%. RXN SMILES: C([O:3][C:4]([C:6]1[C:7](=[O:16])[C:8]2[CH:15]=[CH:14][CH:13]=[N:12][C:9]=2[NH:10][N:11]=1)=[O:5])C.C(OC(=O)C(=[N+]=[N-])C(C1C(Cl)=NC=CC=1)=O)C.C1(P(C2C=CC=CC=2)C2C=CC=CC=2)C=CC=CC=1>C(OC(C)C)(C)C>[O:16]=[C:7]1[C:6]([C:4]([OH:5])=[O:3])=[N:11][NH:10][C:9]2[N:12]=[CH:13][CH:14]=[CH:15][C:8]1=2 |f:0.1|. Procedure: 4-Oxo-1,4-dihydropyrido[2,3-c]pyridazine-3-carboxylic acid ethyl ester—3-(2-Chloropyridin-3-yl)-2-diazo-3-oxopropionic acid ethyl ester (5 g) in diisopropyl ether (150 ml) was treated with triphenylphosphine (5.7 g) and stirred at ambient temperature for 18 hours. The resulting solid was filtered off and dried in vacuo then treated with methanol (250 ml) and water (50 ml) and heated under reflux for 2 hours. The methanol was distilled off and the resulting aqueous extracted with EtOAc. The organ... Reactants: FC1=CC=C(C=C1)C1=CC=C(C=C1)C(CC(=O)O)(C)O (3-(4'-fluoro-4-biphenylyl)-3-hydroxybutyric acid), C1(=CC=C(C=C1)S(=O)(=O)O)C (p-toluenesulfonic acid). Solvent: C1(=CC=CC=C1)C (toluene). The product is FC1=CC=C(C=C1)C1=CC=C(C=C1)C(=CC(=O)O)C (3-(4'-fluoro-4-biphenylyl)-2-butenoic acid). Reaction SMILES: [F:1][C:2]1[CH:7]=[CH:6][C:5]([C:8]2[CH:13]=[CH:12][C:11]([C:14](O)([CH3:19])[CH2:15][C:16]([OH:18])=[O:17])=[CH:10][CH:9]=2)=[CH:4][CH:3]=1.C1(C)C=CC(S(O)(=O)=O)=CC=1>C1(C)C=CC=CC=1>[F:1][C:2]1[CH:3]=[CH:4][C:5]([C:8]2[CH:13]=[CH:12][C:11]([C:14]([CH3:19])=[CH:15][C:16]([OH:18])=[O:17])=[CH:10][CH:9]=2)=[CH:6][CH:7]=1. Reported procedure: A solution of 105.5 g 3-(4'-fluoro-4-biphenylyl)-3-hydroxybutyric acid and 5.3 g p-toluenesulfonic acid in 1500 ml of toluene is heated for 2,5 hours and worked up in the usual manner to give 3-(4'-fluoro-4-biphenylyl)-2-butenoic acid, m.p. 58° - 60°.